The task is: describe an organic reaction: reactants, conditions, products, and yield. This data is from the Open Reaction Database (ORD), a public repository of structured organic reaction records. The reactants are [Br-], C1CCOC1, COc1ccc(C=O)cc1OC, C=C[Mg+], [Cl-], [NH4+]. The product is C=CC(O)c1ccc(OC)c(OC)c1. As a reaction SMILES: [Br-:13].[CH2:19]1[O:20][CH2:21][CH2:22][CH2:23]1.[CH3:1][O:2][c:3]1[cH:4][cH:5][c:6]([CH:7]=[O:8])[cH:9][c:10]1[O:11][CH3:12].[CH:14](=[CH2:15])[Mg+:16].[Cl-:17].[NH4+:18]>>[CH3:1][O:2][c:3]1[cH:4][cH:5][c:6]([CH:7]([OH:8])[CH:14]=[CH2:15])[cH:9][c:10]1[O:11][CH3:12].